This data is from the Open Reaction Database (ORD), a public repository of structured organic reaction records. The task is: describe an organic reaction: reactants, conditions, products, and yield The reactants are C1(CCCCC1)CN1C(=NC2=C1C=C(C(=C2)F)F)C2=C(C=CC=C2)O (2-(1-cyclohexylmethyl-5,6-difluoro-1H-benzoimidazol-2-yl)-phenol), BrCC1=C(C=C(C#N)C=C1)F (4-bromomethyl-3-fluoro-benzonitrile), solid. Product: C1(CCCCC1)CN1C(=NC2=C1C=C(C(=C2)F)F)C2=C(OCC1=C(C=C(C#N)C=C1)F)C=CC=C2 (4-[2-(1-Cyclohexylmethyl-5,6-difluoro-1H-benzoimidazol-2-yl)-phenoxymethyl]-3-fluoro-benzonitrile). Reaction SMILES: [CH:1]1([CH2:7][N:8]2[C:12]3[CH:13]=[C:14]([F:18])[C:15]([F:17])=[CH:16][C:11]=3[N:10]=[C:9]2[C:19]2[CH:24]=[CH:23][CH:22]=[CH:21][C:20]=2[OH:25])[CH2:6][CH2:5][CH2:4][CH2:3][CH2:2]1.Br[CH2:27][C:28]1[CH:35]=[CH:34][C:31]([C:32]#[N:33])=[CH:30][C:29]=1[F:36]>>[CH:1]1([CH2:7][N:8]2[C:12]3[CH:13]=[C:14]([F:18])[C:15]([F:17])=[CH:16][C:11]=3[N:10]=[C:9]2[C:19]2[CH:24]=[CH:23][CH:22]=[CH:21][C:20]=2[O:25][CH2:27][C:28]2[CH:35]=[CH:34][C:31]([C:32]#[N:33])=[CH:30][C:29]=2[F:36])[CH2:2][CH2:3][CH2:4][CH2:5][CH2:6]1. Procedure details: The title compound was prepared in analogy to Example 5, intermediate a, from 2-(1-cyclohexylmethyl-5,6-difluoro-1H-benzoimidazol-2-yl)-phenol and 4-bromomethyl-3-fluoro-benzonitrile (105942-09-4). Brown sticky solid (69%). MS (Turbo Spray): m/z=476.4 (M+H). The reactants are Intermediate 223A, C(C)(C)(C)OC(=O)C=1C=CC(=C(C(=O)O)C1)I (5-(tert-butoxycarbonyl)-2-iodobenzoic acid), [Si](C)(C)(C(C)(C)C)OC[C@H]1NCC2=CC=CC=C2C1 ((S)-3-((tert-butyldimethylsilyloxy)methyl)-1,2,3,4-tetrahydroisoquinoline). Yields the product [Si](C)(C)(C(C)(C)C)OC[C@H]1N(CC2=CC=CC=C2C1)C(=O)C=1C=C(C(=O)OC(C)(C)C)C=CC1I ((S)-tert-Butyl 3-(3-((tert-butyldimethylsilyloxy)methyl)-1,2,3,4-tetrahydroisoquinoline-2-carbonyl)-4-iodobenzoate). Isolated yield 53.7%. Reaction SMILES: [C:1]([O:5][C:6]([C:8]1[CH:9]=[CH:10][C:11]([I:17])=[C:12]([CH:16]=1)[C:13]([OH:15])=O)=[O:7])([CH3:4])([CH3:3])[CH3:2].[Si:18]([O:25][CH2:26][C@@H:27]1[CH2:36][C:35]2[C:30](=[CH:31][CH:32]=[CH:33][CH:34]=2)[CH2:29][NH:28]1)([C:21]([CH3:24])([CH3:23])[CH3:22])([CH3:20])[CH3:19]>>[Si:18]([O:25][CH2:26][C@@H:27]1[CH2:36][C:35]2[C:30](=[CH:31][CH:32]=[CH:33][CH:34]=2)[CH2:29][N:28]1[C:13]([C:12]1[CH:16]=[C:8]([CH:9]=[CH:10][C:11]=1[I:17])[C:6]([O:5][C:1]([CH3:2])([CH3:3])[CH3:4])=[O:7])=[O:15])([C:21]([CH3:24])([CH3:23])[CH3:22])([CH3:20])[CH3:19]. Reported procedure: Following a procedure analogous to that for the synthesis of Intermediate 223A, 5-(tert-butoxycarbonyl)-2-iodobenzoic acid (1.67 g, 4.81 mmol) and (S)-3-((tert-butyldimethylsilyloxy)methyl)-1,2,3,4-tetrahydroisoquinoline (1.6 g, 5.8 mmol) were converted to the title compound (1.57 g, 54%). MS(ESI+) m/z 608.1 (M+H)+. The reactants are NC1=C(C(=NO1)C1CC1)C (5-amino-3-cyclopropyl-4-methylisoxazole), C1(=CC=CC=C1)S(=O)(=O)Cl (benzenesulfonyl chloride), crude product. Product: C1(CC1)C1=NOC(=C1C)NS(=O)(=O)C1=CC=CC=C1 (N-(3-Cyclopropyl-4-methyl-5-isoxazolyl)benzenesulfonamide). Yield: 62.0%. As a reaction SMILES: [NH2:1][C:2]1[O:6][N:5]=[C:4]([CH:7]2[CH2:9][CH2:8]2)[C:3]=1[CH3:10].[C:11]1([S:17](Cl)(=[O:19])=[O:18])[CH:16]=[CH:15][CH:14]=[CH:13][CH:12]=1>>[CH:7]1([C:4]2[C:3]([CH3:10])=[C:2]([NH:1][S:17]([C:11]3[CH:16]=[CH:15][CH:14]=[CH:13][CH:12]=3)(=[O:19])=[O:18])[O:6][N:5]=2)[CH2:9][CH2:8]1. Procedure: This compound was prepared as described in Example 42 from 5-amino-3-cyclopropyl-4-methylisoxazole and benzenesulfonyl chloride in 62% yield. The crude product was preparative HPLC to give a viscous colorless oil. The reactants are NC=1C=C(CO)C=C(C1OC1=CC=CC=C1)S(N)(=O)=O (3-amino-4-phenoxy-5-sulfamylbenzyl alcohol), CI (methyl iodide), C(O)([O-])=O.[Na+] (sodium hydrogen carbonate), CN(P(N(C)C)(N(C)C)=O)C (hexamethylphosphoric triamide). Solvent: O (water). Reaction conditions: time 18 hour. Yields the product CNC=1C=C(CO)C=C(C1OC1=CC=CC=C1)S(N)(=O)=O (3-Methylamino-4-phenoxy-5-sulfamylbenzyl alcohol). Reaction SMILES: [NH2:1][C:2]1[CH:3]=[C:4]([CH:7]=[C:8]([S:17](=[O:20])(=[O:19])[NH2:18])[C:9]=1[O:10][C:11]1[CH:16]=[CH:15][CH:14]=[CH:13][CH:12]=1)[CH2:5][OH:6].CI.[C:23](=O)([O-])O.[Na+].CN(C)P(=O)(N(C)C)N(C)C>O>[CH3:23][NH:1][C:2]1[CH:3]=[C:4]([CH:7]=[C:8]([S:17](=[O:20])(=[O:19])[NH2:18])[C:9]=1[O:10][C:11]1[CH:16]=[CH:15][CH:14]=[CH:13][CH:12]=1)[CH2:5][OH:6] |f:2.3|. Procedure: A mixture of 3-amino-4-phenoxy-5-sulfamylbenzyl alcohol (8.8 g; prepared as described in Example 2), methyl iodide (2.1 ml), sodium hydrogen carbonate (5.0 g) and hexamethylphosphoric triamide (45 ml) is stirred at 22°-25° C. for 18 hours. The mixture is then diluted with water (about 500 ml) to precipitate crude 3-methylamino-4-phenoxy-5-sulfamylbenzyl alcohol. After recrystallization from aqueous ethanol it is obtained with a melting point of 167°-168° C. Reactants: C(C1=CC=CC=C1)NC1=NC=2N(C(N(C)C(C2N1)=O)=O)C (8-benzylaminotheophylline), diethyl ester, C(C)OCCC(C(=O)O)C(=O)O (β-ethoxyethylmalonic acid), [H-].[Na+] (sodium hydride). Solvent: CN(C=O)C (N,N-dimethyl-formamide). Conditions: temperature 50 celsius. The product is C(C1=CC=CC=C1)N1C(C(=C(N2C1=NC=1N(C(N(C(C21)=O)C)=O)C)O)CCOCC)=O (9-Benzyl-1,3-dimethyl-7-(2-ethoxyethyl)-6-hydroxy-pyrimido[2,1-f]purine-2,4,8(1H,3H,9H)-trione). Reaction SMILES: [CH2:1]([NH:8][C:9]1[NH:18][C:17]2[C:16](=[O:19])[N:14]([CH3:15])[C:13](=[O:20])[N:12]([CH3:21])[C:11]=2[N:10]=1)[C:2]1[CH:7]=[CH:6][CH:5]=[CH:4][CH:3]=1.[H-].[Na+].[CH2:24]([O:26][CH2:27][CH2:28][CH:29]([C:33](O)=[O:34])[C:30](O)=[O:31])[CH3:25]>CN(C)C=O>[CH2:1]([N:8]1[C:9]2=[N:10][C:11]3[N:12]([CH3:21])[C:13](=[O:20])[N:14]([CH3:15])[C:16](=[O:19])[C:17]=3[N:18]2[C:33]([OH:34])=[C:29]([CH2:28][CH2:27][O:26][CH2:24][CH3:25])[C:30]1=[O:31])[C:2]1[CH:7]=[CH:6][CH:5]=[CH:4][CH:3]=1 |f:1.2|. Procedure: To a stirred suspension of 7.43 g of 8-benzylaminotheophylline in 104 ml of dry N,N-dimethyl-formamide add portionwise over 10 minutes 1.19 g of a 60% dispersion of sodium hydride. Heat the mixture to 50° C. under a nitrogen atmosphere for 30 minutes. Add 13.30 g of the diethyl ester of β-ethoxyethylmalonic acid. Heat the mixture to 150° C. under a nitrogen atmosphere for approximately 37 hours. Allow the system to cool to room temperature and remove the solvent in vacuo. Add a mixture of water:...